From a dataset of the Open Reaction Database (ORD), a public repository of structured organic reaction records. describe an organic reaction: reactants, conditions, products, and yield Reactants: Cc1ccc(O)cc1C, Oc1ccc2c(c1)OCOC2, O=C1C(=O)N(CC2CCCO2)c2ccccc21, O=C1C(=O)N(C(c2ccccc2)c2ccccc2)c2ccccc21. The product is O=C1N(CC2CCCO2)c2ccccc2C1(O)c1cc2c(cc1O)OCOC2. As a reaction SMILES: [CH3:12][c:13]1[c:14]([CH3:15])[cH:16][c:17]([OH:18])[cH:19][cH:20]1.[O:1]1[CH2:2][O:3][CH2:4][c:5]2[c:6]1[cH:7][c:8]([OH:11])[cH:9][cH:10]2.[O:21]1[CH:22]([CH2:26][N:27]2[C:28](=[O:37])[C:29](=[O:36])[c:30]3[cH:31][cH:32][cH:33][cH:34][c:35]32)[CH2:23][CH2:24][CH2:25]1.[c:38]1([CH:39]([c:40]2[cH:41][cH:42][cH:43][cH:44][cH:45]2)[N:46]2[c:47]3[c:48]([cH:49][cH:50][cH:51][cH:52]3)[C:53](=[O:54])[C:55]2=[O:56])[cH:57][cH:58][cH:59][cH:60][cH:61]1>>[O:1]1[CH2:2][O:3][CH2:4][c:5]2[c:6]1[cH:7][c:8]([OH:11])[c:9]([C:29]1([OH:36])[C:28](=[O:37])[N:27]([CH2:26][CH:22]3[O:21][CH2:25][CH2:24][CH2:23]3)[c:35]3[c:30]1[cH:31][cH:32][cH:33][cH:34]3)[cH:10]2. The reactants are C1(=CC=CC=C1)N1C=NC2=C(C1=O)SC=C2C2=CC=CC=C2 (3,7-Diphenylthieno[3,2-d]pyrimidin-4(3H)-one), NC1=C(SC=C1C1=C(C=CC=C1)OC)C(=O)OC (methyl 3-amino-4-(2-methoxyphenyl)thiophene-2-carboxylate), C(OCC)(OCC)OCC (triethyl orthoformate), COC1=CC=C(C=C1)N (p-anisidine). The solvent is C(C)(=O)O (acetic acid). Product: COC1=C(C=CC=C1)C1=CSC2=C1N=CN(C2=O)C2=CC=C(C=C2)OC (7-(2-Methoxyphenyl)-3-(4-methoxyphenyl)thieno[3,2-d]pyrimidin-4(3H)-one). Isolated yield 56.7%. RXN SMILES: [C:1]1([N:7]2[C:12](=[O:13])[C:11]3[S:14][CH:15]=[C:16]([C:17]4[CH:22]=[CH:21][CH:20]=[CH:19][CH:18]=4)[C:10]=3[N:9]=[CH:8]2)[CH:6]=[CH:5][CH:4]=[CH:3][CH:2]=1.NC1C(C2C=CC=C[C:30]=2[O:35]C)=CSC=1C(OC)=O.[CH:41](OCC)(OCC)[O:42]CC.COC1C=CC(N)=CC=1>C(O)(=O)C>[CH3:30][O:35][C:22]1[CH:21]=[CH:20][CH:19]=[CH:18][C:17]=1[C:16]1[C:10]2[N:9]=[CH:8][N:7]([C:1]3[CH:6]=[CH:5][C:4]([O:42][CH3:41])=[CH:3][CH:2]=3)[C:12](=[O:13])[C:11]=2[S:14][CH:15]=1. Procedure: In the same manner as the synthesis of Compound 1, methyl 3-amino-4-(2-methoxyphenyl)thiophene-2-carboxylate (40 mg, 0.15 mmol), triethyl orthoformate (0.33 ml), p-anisidine (34.8 mg, 0.28 mmol), and acetic acid (0.04 ml) were used to give 31 mg (0.09 mmol, 56.7% yield) of the title compound. Starting materials: BrCc1ccccc1, CC(C)(C)[O-], C=CCC(C)(F)F, [K+], C1CCOC1. The product is C=CCC(F)(F)COCc1ccccc1. RXN SMILES: [Br:8][CH2:9][c:10]1[cH:11][cH:12][cH:13][cH:14][cH:15]1.[CH3:16][C:17]([CH3:18])([O-:19])[CH3:20].[F:1][C:2]([CH3:3])([CH2:4][CH:5]=[CH2:6])[F:7].[K+:21].[O:22]1[CH2:23][CH2:24][CH2:25][CH2:26]1>>[F:1][C:2]([CH2:3][O:19][CH2:9][c:10]1[cH:11][cH:12][cH:13][cH:14][cH:15]1)([CH2:4][CH:5]=[CH2:6])[F:7]. Starting materials: ClC1=C(C=CC=C1)C(C#N)O[Si](C)(C)C (2-(2-chlorophenyl)-2-trimethylsiloxyethanenitrile), Cl (hydrogen chloride), Cl.ClC1=C(C=CC=C1)C(C(O)=N)O (2-chlorophenyl-1-hydroxymethanecarboximidate hydrochloride). Yields the product Cl.ClC1=C(C=CC=C1)C(C(OCC)=N)O (Ethyl 1-(2-Chlorophenyl)-1-hydroxymethane carboximidate Hydrochloride). Reaction SMILES: [Cl:1][C:2]1C=CC=C[C:3]=1C(O[Si](C)(C)C)C#N.Cl.Cl.[Cl:18][C:19]1[CH:24]=[CH:23][CH:22]=[CH:21][C:20]=1[CH:25]([OH:29])[C:26](=[NH:28])[OH:27]>>[ClH:1].[Cl:18][C:19]1[CH:24]=[CH:23][CH:22]=[CH:21][C:20]=1[CH:25]([OH:29])[C:26](=[NH:28])[O:27][CH2:2][CH3:3] |f:2.3,4.5|. Procedure details: By the procedure of Example 2, 2-(2-chlorophenyl)-2-trimethylsiloxyethanenitrile (15 g.) in 375 l. of saturated ethanolic hydrogen chloride was converted to ethyl 1-(2-chlorophenyl-1-hydroxymethanecarboximidate hydrochloride [13.4 g., 85%; m.p. 127°-129° C. (dec); ir (KBr) 3125, 3003, 2899, 1653, 1531 cm-1 ]. The reactants are N1=C(C=CC=C1)C(=O)N (2-pyridinecarboxamide), CC(C)(C)C=O (pivaldehyde), N1N=NC2=C1C=CC=C2 (benzotriazole), C1(=CC=C(C=C1)S(=O)(=O)O)C (p-toluenesulfonic acid). Yields the product N1(N=NC2=C1C=CC=C2)C(C(C)(C)C)NC(=O)C2=NC=CC=C2 (N-[1-(1H-1,2,3-Benzotriazol-1-yl)-2,2-dimethylpropyl]-2-pyridinecarboxamide). As a reaction SMILES: [N:1]1[CH:6]=[CH:5][CH:4]=[CH:3][C:2]=1[C:7]([NH2:9])=[O:8].[CH3:10][C:11]([CH:14]=O)([CH3:13])[CH3:12].[NH:16]1[C:20]2[CH:21]=[CH:22][CH:23]=[CH:24][C:19]=2[N:18]=[N:17]1.C1(C)C=CC(S(O)(=O)=O)=CC=1>>[N:16]1([CH:14]([NH:9][C:7]([C:2]2[CH:3]=[CH:4][CH:5]=[CH:6][N:1]=2)=[O:8])[C:11]([CH3:12])([CH3:13])[CH3:10])[C:20]2[CH:21]=[CH:22][CH:23]=[CH:24][C:19]=2[N:18]=[N:17]1. Procedure details: A suspension of 2-pyridinecarboxamide, pivaldehyde, benzotriazole, and p-toluenesulfonic acid was processed as described in Example 1C to provide the desired product. Reactants: ClC1=C(C(=CC(=C1)O)O)C(CC1=CC=C(C=C1)O)=O (1-(2-chloro-4,6-dihydroxyphenyl)-2-(4-hydroxyphenyl)-ethanone), C(C)(=O)OC(C)=O (acetic anhydride), C(C)(=O)[O-].[Na+] (sodium acetate). Reaction conditions: temperature 140 celsius, time 70 hour. Product: ClC1=CC(=CC2=C1C(C(=CO2)C2=CC=C(C=C2)O)=O)O (5-chloro-7-hydroxy-3-(4-hydroxyphenyl)-4-oxo-4H-1-benzopyran). RXN SMILES: [Cl:1][C:2]1[CH:7]=[C:6]([OH:8])[CH:5]=[C:4]([OH:9])[C:3]=1[C:10](=[O:19])[CH2:11][C:12]1[CH:17]=[CH:16][C:15]([OH:18])=[CH:14][CH:13]=1.[C:20](OC(=O)C)(=O)C.C([O-])(=O)C.[Na+]>>[Cl:1][C:2]1[C:3]2[C:10](=[O:19])[C:11]([C:12]3[CH:17]=[CH:16][C:15]([OH:18])=[CH:14][CH:13]=3)=[CH:20][O:9][C:4]=2[CH:5]=[C:6]([OH:8])[CH:7]=1 |f:2.3|. Procedure details: A solution consisting of 1-(2-chloro-4,6-dihydroxyphenyl)-2-(4-hydroxyphenyl)-ethanone (50 mg), acetic anhydride (1.2 mL) and sodium acetate (44 mg) was prepared. The solution was heated at 140° C. for 50 min, cooled to room temperature and stirred for 70 h. The soution was quenched with saturated sodium bicarbonate (10 mL), water (1 mL) and methanol (10 mL). After stirring for 3 h the solution was acidified to pH 5 with saturated potassium diphosphate and extracted with ethyl acetate (3×15 mL).... Reactants: COC(NC1=C2C=CC(N(C2=CC=C1)CCN1CCC(CC1)N(CC1=CC2=C(OCCO2)C=C1)C(=O)OC(C)(C)C)=O)=O (N-(1-(2-(4-((tert-butoxycarbonyl)(2,3-dihydro-1,4-benzodioxin-6-ylmethyl)amino)piperidin-1-yl)ethyl)-2-oxo-1,2-dihydroquinolin-5-yl)carbamic acid methyl ester), Cl.O1CCOCC1 (hydrogen chloride 1,4-dioxane). The solvent is O1CCOCC1 (1,4-dioxane). Conditions: time 3 hour. The product is Cl.COC(NC1=C2C=CC(N(C2=CC=C1)CCN1CCC(CC1)NCC1=CC2=C(OCCO2)C=C1)=O)=O (N-(1-(2-(4-((2,3-dihydro-1,4-benzodioxin-6-ylmethyl)amino)piperidin-1-yl)ethyl)-2-oxo-1,2-dihydroquinolin-5-yl)carbamic acid methyl ester hydrochloride). As a reaction SMILES: [CH3:1][O:2][C:3](=[O:43])[NH:4][C:5]1[CH:14]=[CH:13][CH:12]=[C:11]2[C:6]=1[CH:7]=[CH:8][C:9](=[O:42])[N:10]2[CH2:15][CH2:16][N:17]1[CH2:22][CH2:21][CH:20]([N:23](C(OC(C)(C)C)=O)[CH2:24][C:25]2[CH:34]=[CH:33][C:28]3[O:29][CH2:30][CH2:31][O:32][C:27]=3[CH:26]=2)[CH2:19][CH2:18]1.[ClH:44].O1CCOCC1>O1CCOCC1>[ClH:44].[CH3:1][O:2][C:3](=[O:43])[NH:4][C:5]1[CH:14]=[CH:13][CH:12]=[C:11]2[C:6]=1[CH:7]=[CH:8][C:9](=[O:42])[N:10]2[CH2:15][CH2:16][N:17]1[CH2:18][CH2:19][CH:20]([NH:23][CH2:24][C:25]2[CH:34]=[CH:33][C:28]3[O:29][CH2:30][CH2:31][O:32][C:27]=3[CH:26]=2)[CH2:21][CH2:22]1 |f:1.2,4.5|. Procedure details: To 35 mg of N-(1-(2-(4-((tert-butoxycarbonyl)(2,3-dihydro-1,4-benzodioxin-6-ylmethyl)amino)piperidin-1-yl)ethyl)-2-oxo-1,2-dihydroquinolin-5-yl)carbamic acid methyl ester, 2 mL of 1,4-dioxane and 0.8 mL of 4 mol/L hydrogen chloride/1,4-dioxane were added, and stirred at room temperature for 3 hours. The resulting solid was filtered to give 23 mg of N-(1-(2-(4-((2,3-dihydro-1,4-benzodioxin-6-ylmethyl)amino)piperidin-1-yl)ethyl)-2-oxo-1,2-dihydroquinolin-5-yl)carbamic acid methyl ester hydrochlori...